From a dataset of the Open Reaction Database (ORD), a public repository of structured organic reaction records. describe an organic reaction: reactants, conditions, products, and yield Reactants: O=C(C(=O)C1=CN(C2=CC=CC=C12)CC1=CC=C(C=C1)CC(=O)OCC1=CC=CC=C1)NC=1COC(C1)=O (benzyl {4-[(3-{oxo[(5-oxo-2,5-dihydro-3-furanyl)amino]acetyl}-1H-indol-1-yl)methyl]phenyl}acetate). Reagents/catalysts: [Pd] (palladium on charcoal). Solvent: O (water), C(C)O (ethanol), CN(C)C=O (DMF). Product: O=C(C(=O)C1=CN(C2=CC=CC=C12)CC1=CC=C(C=C1)CC(=O)O)NC=1COC(C1)=O ({4-[(3-{oxo[(5-oxo-2,5-dihydro-3-furanyl)amino]acetyl}-1H-indol-1-yl)methyl]phenyl}acetic acid). The yield is 64.8%. RXN SMILES: [O:1]=[C:2]([NH:32][C:33]1[CH2:34][O:35][C:36](=[O:38])[CH:37]=1)[C:3]([C:5]1[C:13]2[C:8](=[CH:9][CH:10]=[CH:11][CH:12]=2)[N:7]([CH2:14][C:15]2[CH:20]=[CH:19][C:18]([CH2:21][C:22]([O:24]CC3C=CC=CC=3)=[O:23])=[CH:17][CH:16]=2)[CH:6]=1)=[O:4]>CN(C=O)C.[Pd].O.C(O)C>[O:1]=[C:2]([NH:32][C:33]1[CH2:34][O:35][C:36](=[O:38])[CH:37]=1)[C:3]([C:5]1[C:13]2[C:8](=[CH:9][CH:10]=[CH:11][CH:12]=2)[N:7]([CH2:14][C:15]2[CH:16]=[CH:17][C:18]([CH2:21][C:22]([OH:24])=[O:23])=[CH:19][CH:20]=2)[CH:6]=1)=[O:4]. Procedure details: A solution of benzyl {4-[(3-{oxo[(5-oxo-2,5-dihydro-3-furanyl)amino]acetyl}-1H-indol-1-yl)methyl]phenyl}acetate (300 mg) in DMF (10 ml) is hydrogenated at room temperature and pressure in the presence of 10% palladium on charcoal (60 mg of a 50% wt/wt suspension in water). After 3 h30′ the catalyst is removed by filtration and the filtrate is concentrated to dryness. The residue obtained is suspended in absolute ethanol and recovered by filtration, to give {4-[(3-{oxo[(5-oxo-2,5-dihydro-3-furany... Reactants: CN1N=C(C(=C1O)OC1=CC(=CC=C1)C)C (1,3-dimethyl-4-(3-methylphenoxy)-5-hydroxypyrazole), ClC1=NC=CC(=N1)Cl (2,4-dichloropyrimidine), C([O-])([O-])=O.[K+].[K+] (potassium carbonate), O (water). Solvent: C(C)#N (acetonitrile). Run at time 3 hour. Yields the product CN1N=C(C(=C1OC1=NC(=NC=C1)Cl)OC1=CC(=CC=C1)C)C (1,3-dimethyl-4-(3-methylphenoxy)-5-(2-chloropyrimidine-4-yloxy)pyrazole). The yield is 87.7%. Reaction SMILES: [CH3:1][N:2]1[C:6]([OH:7])=[C:5]([O:8][C:9]2[CH:14]=[CH:13][CH:12]=[C:11]([CH3:15])[CH:10]=2)[C:4]([CH3:16])=[N:3]1.[Cl:17][C:18]1[N:23]=[C:22](Cl)[CH:21]=[CH:20][N:19]=1.C(=O)([O-])[O-].[K+].[K+].O>C(#N)C>[CH3:1][N:2]1[C:6]([O:7][C:20]2[CH:21]=[CH:22][N:23]=[C:18]([Cl:17])[N:19]=2)=[C:5]([O:8][C:9]2[CH:14]=[CH:13][CH:12]=[C:11]([CH3:15])[CH:10]=2)[C:4]([CH3:16])=[N:3]1 |f:2.3.4|. Procedure: In 10 ml of acetonitrile were dissolved 0.220 g (1.00 mmol) of 1,3-dimethyl-4-(3-methylphenoxy)-5-hydroxypyrazole, 0.220 g (1.50 mmol) of 2,4-dichloropyrimidine and 0.210 g (1.50 mmol) of potassium carbonate. Thus obtained solution was stirred for 3 hours with refluxing. After completing the reaction, the reaction solution was poured into water, extracted with ethyl acetate and dried. The organic layer was concentrated. The residue was purified by means of silica gel column chromatography (devel... Reactants: 66.4, C1(=CC=CC=C1)NC1(CCN(CC1)CC1=CC=CC=C1)C(=O)[O-].[Na+] (sodium 4-(phenylamino)-1-(phenylmethyl)-4-piperidinecarboxylate), CN(P(N(C)C)(N(C)C)=O)C (hexamethylphosphoric triamide), IC (iodomethane). Conditions: temperature 70 celsius, time 21 hour. Run in CC1=CC=CC=C1 (methylbenzene). Product: COC(=O)C1(CCN(CC1)CC1=CC=CC=C1)NC1=CC=CC=C1 (methyl4-(phenylamino)-1-(phenylmethyl)-4-piperidinecarboxylate). Procedure: A mixture of 66.4 parts of sodium 4-(phenylamino)-1-(phenylmethyl)-4-piperidinecarboxylate in 375 parts of hexamethylphosphoric triamide is heated to 70° C. After cooling to 10° C., 31.2 parts of iodomethane are added (slightly exothermic reaction). The whole is stirred for 21 hours at room temperature. The reaction mixture is diluted with 360 parts of methylbenzene. The whole is washed with water and the layers are separated. The aqueous phase is washed with methylbenzene. The combined organic ... RXN SMILES: [C:1]1([NH:7][C:8]2([C:21]([O-:23])=[O:22])[CH2:13][CH2:12][N:11]([CH2:14][C:15]3[CH:20]=[CH:19][CH:18]=[CH:17][CH:16]=3)[CH2:10][CH2:9]2)[CH:6]=[CH:5][CH:4]=[CH:3][CH:2]=1.[Na+].[CH3:25]N(C)P(=O)(N(C)C)N(C)C.IC>CC1C=CC=CC=1>[CH3:25][O:22][C:21]([C:8]1([NH:7][C:1]2[CH:6]=[CH:5][CH:4]=[CH:3][CH:2]=2)[CH2:9][CH2:10][N:11]([CH2:14][C:15]2[CH:16]=[CH:17][CH:18]=[CH:19][CH:20]=2)[CH2:12][CH2:13]1)=[O:23] |f:0.1|. Starting materials: C(C)(=O)NC1CC(CC1)C1=CC(=C(C=C1F)C(CC(=O)OCC)=O)F (4-[3-(acetylamino)cyclopentyl]-2,5-difluoro-β-oxobenzenepropanoic acid, ethyl ester), C(OCC)(OCC)OCC (triethyl orthoformate), C(C)(=O)OC(C)=O (acetic anhydride). Yields the product C(C)(=O)NC1CC(CC1)C1=CC(=C(C=C1F)C(C(C(=O)OCC)=COCC)=O)F (4-[3-(Acetylamino)cyclopentyl]-α-(ethoxymethylene)-2,5-difluoro-β-oxobenzenepropanoic acid, ethyl ester). Reaction SMILES: [C:1]([NH:4][CH:5]1[CH2:9][CH2:8][CH:7]([C:10]2[C:15]([F:16])=[CH:14][C:13]([C:17](=[O:24])[CH2:18][C:19]([O:21][CH2:22][CH3:23])=[O:20])=[C:12]([F:25])[CH:11]=2)[CH2:6]1)(=[O:3])[CH3:2].[CH:26](OCC)(OCC)[O:27][CH2:28][CH3:29].C(OC(=O)C)(=O)C>>[C:1]([NH:4][CH:5]1[CH2:9][CH2:8][CH:7]([C:10]2[C:15]([F:16])=[CH:14][C:13]([C:17](=[O:24])[C:18](=[CH:26][O:27][CH2:28][CH3:29])[C:19]([O:21][CH2:22][CH3:23])=[O:20])=[C:12]([F:25])[CH:11]=2)[CH2:6]1)(=[O:3])[CH3:2]. Reported procedure: A solution of 17.7 g (50 mmol) of 4-[3-(acetylamino)cyclopentyl]-2,5-difluoro-β-oxobenzenepropanoic acid, ethyl ester, 11.1 g (75 mmol) triethyl orthoformate and 75 ml of acetic anhydride was refluxed for 3 hours. The solvent was removed in vacuo and the residue triturated with toluene which was also removed in vacuo, then in high vacuo at 50°. The residue, 20.1 g, was used without further purification. The reactants are CO, [Na+], [OH-], O, CC(C)(C)OC(=O)N1CCN(c2cn(S(=O)(=O)c3ccccc3)c3ncccc23)CC1. Product: CC(C)(C)OC(=O)N1CCN(c2c[nH]c3ncccc23)CC1. RXN SMILES: [CH3:34][OH:35].[Na+:33].[OH-:32].[OH2:36].[c:1]1([S:2](=[O:3])(=[O:4])[n:10]2[cH:11][c:12]([N:19]3[CH2:20][CH2:21][N:22]([C:25](=[O:26])[O:27][C:28]([CH3:29])([CH3:30])[CH3:31])[CH2:23][CH2:24]3)[c:13]3[c:14]2[n:15][cH:16][cH:17][cH:18]3)[cH:5][cH:6][cH:7][cH:8][cH:9]1>>[nH:10]1[cH:11][c:12]([N:19]2[CH2:20][CH2:21][N:22]([C:25](=[O:26])[O:27][C:28]([CH3:29])([CH3:30])[CH3:31])[CH2:23][CH2:24]2)[c:13]2[c:14]1[n:15][cH:16][cH:17][cH:18]2. Starting materials: Br, Cc1cccc2c1N(CC(=O)c1ccccc1[N+](=O)[O-])C(=O)C(NC(=O)OCc1ccccc1)N=C2c1ccccc1F, CC(=O)O, O. Product: Br, Cc1cccc2c1N(CC(=O)c1ccccc1[N+](=O)[O-])C(=O)C(N)N=C2c1ccccc1F. As a reaction SMILES: [BrH:44].[CH2:1]([O:2][C:3](=[O:4])[NH:11][CH:12]1[C:13](=[O:43])[N:14]([CH2:31][C:32](=[O:33])[c:34]2[c:35]([N+:40](=[O:41])[O-:42])[cH:36][cH:37][cH:38][cH:39]2)[c:15]2[c:16]([cH:26][cH:27][cH:28][c:29]2[CH3:30])[C:17]([c:19]2[c:20]([F:25])[cH:21][cH:22][cH:23][cH:24]2)=[N:18]1)[c:5]1[cH:6][cH:7][cH:8][cH:9][cH:10]1.[CH3:46][C:47](=[O:48])[OH:49].[OH2:45]>>[BrH:44].[NH2:11][CH:12]1[C:13](=[O:43])[N:14]([CH2:31][C:32](=[O:33])[c:34]2[c:35]([N+:40](=[O:41])[O-:42])[cH:36][cH:37][cH:38][cH:39]2)[c:15]2[c:16]([cH:26][cH:27][cH:28][c:29]2[CH3:30])[C:17]([c:19]2[c:20]([F:25])[cH:21][cH:22][cH:23][cH:24]2)=[N:18]1. The reactants are [H-].[Na+] (sodium hydride), COC1=C(C=CC(=N1)C1=NN=C2N1CCCC2C(=O)OCC)N2C=NC(=C2)C (ethyl 3-[6-methoxy-5-(4-methyl-1H-imidazol-1-yl)pyridin-2-yl]-5,6,7,8-tetrahydro[1,2,4]triazolo[4,3-a]pyridine-8-carboxylate), ClN1C(CCC1=O)=O (N-Chlorosuccinimide). Run in C(C)(=O)OCC (ethyl acetate), C(O)([O-])=O.[Na+] (sodium hydrogen carbonate), CN(C)C=O (DMF). Conditions: time 30 minute. Yields the product ClC1(C=2N(CCC1)C(=NN2)C2=NC(=C(C=C2)N2C=NC(=C2)C)OC)C(=O)OCC (ethyl 8-chloro-3-[6-methoxy-5-(4-methyl-1H-imidazol-1-yl)pyridin-2-yl]-5,6,7,8-tetrahydro[1,2,4]triazolo[4,3-a]pyridine-8-carboxylate). The yield is 56.2%. As a reaction SMILES: [CH3:1][O:2][C:3]1[N:8]=[C:7]([C:9]2[N:13]3[CH2:14][CH2:15][CH2:16][CH:17]([C:18]([O:20][CH2:21][CH3:22])=[O:19])[C:12]3=[N:11][N:10]=2)[CH:6]=[CH:5][C:4]=1[N:23]1[CH:27]=[C:26]([CH3:28])[N:25]=[CH:24]1.[H-].[Na+].[Cl:31]N1C(=O)CCC1=O>CN(C=O)C.C(OCC)(=O)C.C(=O)([O-])O.[Na+]>[Cl:31][C:17]1([C:18]([O:20][CH2:21][CH3:22])=[O:19])[CH2:16][CH2:15][CH2:14][N:13]2[C:9]([C:7]3[CH:6]=[CH:5][C:4]([N:23]4[CH:27]=[C:26]([CH3:28])[N:25]=[CH:24]4)=[C:3]([O:2][CH3:1])[N:8]=3)=[N:10][N:11]=[C:12]12 |f:1.2,6.7|. Procedure details: Under a nitrogen atmosphere, to a mixture of ethyl 3-[6-methoxy-5-(4-methyl-1H-imidazol-1-yl)pyridin-2-yl]-5,6,7,8-tetrahydro[1,2,4]triazolo[4,3-a]pyridine-8-carboxylate (3.1 g) in DMF (30 mL) was added sodium hydride (60%, 0.34 g) at 0° C., and the mixture was stirred at room temperature for 30 min. N-Chlorosuccinimide (1.14 g) was added to the reaction mixture at 0° C., and the mixture was stirred at room temperature for 30 min. The reaction mixture was diluted with ethyl acetate and saturated... The reactants are CC(C)(C)OC(=O)CBr, CN(C)C=O, O=C1NCCN1. Yields the product CC(C)(C)OC(=O)CN1CCNC1=O. As a reaction SMILES: [Br:7][CH2:8][C:9](=[O:10])[O:11][C:12]([CH3:13])([CH3:14])[CH3:15].[O:16]=[CH:17][N:18]([CH3:19])[CH3:20].[O:1]=[C:2]1[NH:3][CH2:4][CH2:5][NH:6]1>>[O:1]=[C:2]1[N:3]([CH2:8][C:9](=[O:10])[O:11][C:12]([CH3:13])([CH3:14])[CH3:15])[CH2:4][CH2:5][NH:6]1.